Dataset: the Open Reaction Database (ORD), a public repository of structured organic reaction records. Task: describe an organic reaction: reactants, conditions, products, and yield The reactants are C(C(F)(F)F)(C(O)=O)=C. The reagents and catalysts are c1ccc(cc1)-c2c3ccccc3cc4ccccc24 (9-Phenylanthracene), (R,R)-Et-DUPHOS-Rh. Solvent: CC(C)O (IPA). Reaction conditions: temperature 25 celsius, time 18 hour. Yields the product C[C@H](C(=O)O)C(F)(F)F. Reaction SMILES: [OH:1][C:2]([C:4]([C:6]([F:9])([F:8])[F:7])=[CH2:5])=[O:3]>>[CH3:5][C@@H:4]([C:6]([F:9])([F:8])[F:7])[C:2]([OH:1])=[O:3]. Starting materials: CCN=C=NCCCN(C)C, CCN(C(C)C)C(C)C, Cl, O=C(O)c1cnccc1C(F)(F)F, O=C(NCC(=O)N1CCNCC1)c1ccc(-c2ccccc2)cc1, CN(C)C=O, O, On1nnc2ccccc21. Yields the product O=C(NCC(=O)N1CCN(C(=O)c2cnccc2C(F)(F)F)CC1)c1ccc(-c2ccccc2)cc1. As a reaction SMILES: [CH3:33][CH2:34][N:35]=[C:36]=[N:37][CH2:38][CH2:39][CH2:40][N:41]([CH3:42])[CH3:43].[CH:1]([N:2]([CH2:3][CH3:4])[CH:5]([CH3:6])[CH3:7])([CH3:8])[CH3:9].[ClH:44].[F:10][C:11]([c:12]1[cH:13][cH:14][n:15][cH:16][c:17]1[C:18](=[O:19])[OH:20])([F:21])[F:22].[O:45]=[C:46]([CH2:47][NH:48][C:49](=[O:50])[c:51]1[cH:52][cH:53][c:54](-[c:57]2[cH:58][cH:59][cH:60][cH:61][cH:62]2)[cH:55][cH:56]1)[N:63]1[CH2:64][CH2:65][NH:66][CH2:67][CH2:68]1.[O:69]=[CH:70][N:71]([CH3:72])[CH3:73].[OH2:74].[OH:23][n:24]1[c:25]2[c:26]([cH:27][cH:28][cH:29][cH:30]2)[n:31][n:32]1>>[F:10][C:11]([c:12]1[cH:13][cH:14][n:15][cH:16][c:17]1[C:18](=[O:20])[N:66]1[CH2:65][CH2:64][N:63]([C:46](=[O:45])[CH2:47][NH:48][C:49](=[O:50])[c:51]2[cH:52][cH:53][c:54](-[c:57]3[cH:58][cH:59][cH:60][cH:61][cH:62]3)[cH:55][cH:56]2)[CH2:68][CH2:67]1)([F:21])[F:22]. Starting materials: O=C(O)Cc1ccccc1Br, Oc1ccc(Cl)c(O)c1. The product is O=C(Cc1ccccc1Br)c1cc(Cl)c(O)cc1O. Reaction SMILES: [Br:1][c:2]1[c:3]([CH2:8][C:9](=[O:10])[OH:11])[cH:4][cH:5][cH:6][cH:7]1.[Cl:12][c:13]1[c:14]([OH:20])[cH:15][c:16]([OH:17])[cH:18][cH:19]1>>[Br:1][c:2]1[c:3]([CH2:8][C:9](=[O:11])[c:18]2[c:16]([OH:17])[cH:15][c:14]([OH:20])[c:13]([Cl:12])[cH:19]2)[cH:4][cH:5][cH:6][cH:7]1. The reactants are NC1=C(C=C(C=C1)C(C1=CN=CN1C)(O)C1=CC=C(C=C1)Cl)C(=O)C1=CC(=CC=C1)Cl ((±)-[2-amino-5-[(4-chlorophenyl)hydroxy(1-methyl-1H-imidazol-5-yl)methyl]phenyl](3-chlorophenyl)methanone), O (Water), C(C1=CC=CC=C1)(=O)Cl (benzoyl chloride), N1=CC=CC=C1 (pyridine). The solvent is C(Cl)Cl (DCM), C(Cl)Cl (DCM). Run at time 45 minute. Yields the product ClC=1C=C(C(=O)C2=C(C=CC(=C2)C(C2=CN=CN2C)(O)C2=CC=C(C=C2)Cl)NC(CC2=CC=CC=C2)=O)C=CC1 ((±)-N-[2-(3-chlorobenzoyl)-4-[(4-chlorophenyl)-hydroxy(1-methyl-1H-imidazol-5-yl)methyl]phenyl]benzeneacetamide). As a reaction SMILES: [C:1](Cl)(=O)[C:2]1C=CC=C[CH:3]=1.[NH2:10][C:11]1[CH:16]=[CH:15][C:14]([C:17]([C:25]2[CH:30]=[CH:29][C:28]([Cl:31])=[CH:27][CH:26]=2)([OH:24])[C:18]2[N:22]([CH3:23])[CH:21]=[N:20][CH:19]=2)=[CH:13][C:12]=1[C:32]([C:34]1[CH:39]=[CH:38][CH:37]=[C:36]([Cl:40])[CH:35]=1)=[O:33].N1[CH:46]=[CH:45][CH:44]=[CH:43][CH:42]=1.[OH2:47]>C(Cl)Cl>[Cl:40][C:36]1[CH:35]=[C:34]([CH:39]=[CH:38][CH:37]=1)[C:32]([C:12]1[CH:13]=[C:14]([C:17]([C:25]2[CH:26]=[CH:27][C:28]([Cl:31])=[CH:29][CH:30]=2)([OH:24])[C:18]2[N:22]([CH3:23])[CH:21]=[N:20][CH:19]=2)[CH:15]=[CH:16][C:11]=1[NH:10][C:42](=[O:47])[CH2:43][C:44]1[CH:3]=[CH:2][CH:1]=[CH:46][CH:45]=1)=[O:33]. Procedure details: A mixture of benzoyl chloride (3.1 ml) in DCM (25 ml) was added dropwise at room temperature to a solution of intern. (6-d) (7 g) and pyridine (5 ml) in DCM (70 ml). The mixture was stirred at room temperature for 45 minutes. Water was added and the mixture was decanted. The organic layer was dried, filtered and the solvent was evaporated, yielding 8.8 g of (±)-N-[2-(3-chlorobenzoyl)-4-[(4-chlorophenyl)-hydroxy(1-methyl-1H-imidazol-5-yl)methyl]phenyl]benzeneacetamide (interm. 7). The product was...